From a dataset of the Open Reaction Database (ORD), a public repository of structured organic reaction records. describe an organic reaction: reactants, conditions, products, and yield The reactants are COc1ccc2c(Oc3ccc(C(=O)O)cc3)c(-c3ccccc3)c(C)cc2c1, Cc1ccccc1, O=C(Cl)C(=O)Cl, CN(C)C=O. Yields the product COc1ccc2c(Oc3ccc(C(=O)Cl)cc3)c(-c3ccccc3)c(C)cc2c1. RXN SMILES: [CH3:1][c:2]1[c:3](-[c:24]2[cH:25][cH:26][cH:27][cH:28][cH:29]2)[c:4]([O:14][c:15]2[cH:16][cH:17][c:18]([C:19](=[O:20])[OH:21])[cH:22][cH:23]2)[c:5]2[cH:6][cH:7][c:8]([O:12][CH3:13])[cH:9][c:10]2[cH:11]1.[CH3:41][c:42]1[cH:43][cH:44][cH:45][cH:46][cH:47]1.[Cl:30][C:31]([C:32]([Cl:33])=[O:34])=[O:35].[O:36]=[CH:37][N:38]([CH3:39])[CH3:40]>>[CH3:1][c:2]1[c:3](-[c:24]2[cH:25][cH:26][cH:27][cH:28][cH:29]2)[c:4]([O:14][c:15]2[cH:16][cH:17][c:18]([C:19](=[O:20])[Cl:30])[cH:22][cH:23]2)[c:5]2[cH:6][cH:7][c:8]([O:12][CH3:13])[cH:9][c:10]2[cH:11]1. The reactants are BrC(C(=O)OCC)C(C)O (ethyl 2-bromo-3-hydroxybutanoate), CN(C)P(=O)(N(C)C)N(C)C (HMPT), NC1=CC=CC=C1 (aniline). Run in CCOCC (ether). Run at time 3 day. Product: C1(=CC=CC=C1)NC(C(=O)OCC)C(C)O (ethyl 2-phenylamino-3-hydroxybutanoate). RXN SMILES: Br[CH:2]([CH:8]([OH:10])[CH3:9])[C:3]([O:5][CH2:6][CH3:7])=[O:4].CN(P(N(C)C)(N(C)C)=O)C.[NH2:22][C:23]1[CH:28]=[CH:27][CH:26]=[CH:25][CH:24]=1>CCOCC>[C:23]1([NH:22][CH:2]([CH:8]([OH:10])[CH3:9])[C:3]([O:5][CH2:6][CH3:7])=[O:4])[CH:28]=[CH:27][CH:26]=[CH:25][CH:24]=1. Procedure: To a mixture of ethyl 2-bromo-3-hydroxybutanoate (10 g) and 15 ml of HMPT is added 13.2 g of aniline. The reaction is stirred at RT for 3 days and then taken up in ether followed by washing with dilute sulfuric acid, pH 3, and water. The ether phase is dried over magnesium sulfate and evaporated to yield ethyl 2-phenylamino-3-hydroxybutanoate, which is saponified using 1.6 g of sodium hydoxide, 40 ml of methanol and 20 ml of water with stirring overnight at RT. The acid 2-phenylamino-3-hydroxybu... Starting materials: Cc1ccccc1, Cc1ccncc1N, O=C=NCCCl. The product is Cc1ccncc1NC(=O)NCCCl. RXN SMILES: [CH3:15][c:16]1[cH:17][cH:18][cH:19][cH:20][cH:21]1.[CH3:7][c:8]1[c:9]([NH2:14])[cH:10][n:11][cH:12][cH:13]1.[Cl:1][CH2:2][CH2:3][N:4]=[C:5]=[O:6]>>[Cl:1][CH2:2][CH2:3][NH:4][C:5](=[O:6])[NH:14][c:9]1[c:8]([CH3:7])[cH:13][cH:12][n:11][cH:10]1. Procedure details: 64 mg (0.12 mmol) of tert-butyl 4-({2-[4-(5-chloro-2-cyanophenyl)-5-(difluoromethyl)-2-oxopyridin-1(2H)-yl]propanoyl}amino)benzoate (racemate) (Example 19.1F) were hydrolysed with TFA according to General Method 2. Yield: 46 mg (80% of theory) Reaction SMILES: [Cl:1][C:2]1[CH:3]=[CH:4][C:5]([C:36]#[N:37])=[C:6]([C:8]2[C:13]([CH:14]([F:16])[F:15])=[CH:12][N:11]([CH:17]([CH3:34])[C:18]([NH:20][C:21]3[CH:33]=[CH:32][C:24]([C:25]([O:27]C(C)(C)C)=[O:26])=[CH:23][CH:22]=3)=[O:19])[C:10](=[O:35])[CH:9]=2)[CH:7]=1.C(O)(C(F)(F)F)=O>>[Cl:1][C:2]1[CH:3]=[CH:4][C:5]([C:36]#[N:37])=[C:6]([C:8]2[C:13]([CH:14]([F:16])[F:15])=[CH:12][N:11]([CH:17]([CH3:34])[C:18]([NH:20][C:21]3[CH:33]=[CH:32][C:24]([C:25]([OH:27])=[O:26])=[CH:23][CH:22]=3)=[O:19])[C:10](=[O:35])[CH:9]=2)[CH:7]=1. Product: ClC=1C=CC(=C(C1)C1=CC(N(C=C1C(F)F)C(C(=O)NC1=CC=C(C(=O)O)C=C1)C)=O)C#N (4-({2-[4-(5-Chloro-2-cyanophenyl)-5-(difluoromethyl)-2-oxopyridin-1(2H)-yl]propanoyl}amino)benzoic acid). Starting materials: ClC=1C=CC(=C(C1)C1=CC(N(C=C1C(F)F)C(C(=O)NC1=CC=C(C(=O)OC(C)(C)C)C=C1)C)=O)C#N (tert-Butyl 4-({2-[4-(5-chloro-2-cyanophenyl)-5-(difluoromethyl)-2-oxopyridin-1(2H)-yl]propanoyl}amino)benzoate), C(=O)(C(F)(F)F)O (TFA). Reactants: COC1=CC=C(CN2N=C(C=3C2=NC=CC3OC3=C(C=C(C=C3)N(C(=O)C3(CC3)C(=O)N)C3=CC=C(C=C3)F)F)CCO)C=C1 (N-(4-(1-(4-methoxybenzyl)-3-(2-hydroxyethyl)-1H-pyrazolo[3,4-b]pyridin-4-yloxy)-3-fluorophenyl)-N-(4-fluorophenyl)cyclopropane-1,1-dicarboxamide), CCN(C(C)C)C(C)C (DIEA), ice, mixture, CS(=O)(=O)Cl (methanesulfonyl chloride), CN1CCNCC1 (1-methylpiperazine). Solvent: C(Cl)(Cl)Cl (chloroform). Reaction conditions: time 30 minute. Product: FC=1C=C(C=CC1OC1=C2C(=NC=C1)N(N=C2CCN2CCN(CC2)C)CC2=CC=C(C=C2)OC)N(C(=O)C2(CC2)C(=O)N)C2=CC=C(C=C2)F (N-(3-fluoro-4-(1-(4-methoxybenzyl)-3-(2-(4-methylpiperazin-1-yl)ethyl)-1H-pyrazolo[3,4-b]pyridin-4-yloxy)phenyl)-N-(4-fluorophenyl)cyclopropane-1,1-dicarboxamide). RXN SMILES: [CH3:1][O:2][C:3]1[CH:45]=[CH:44][C:6]([CH2:7][N:8]2[C:12]3=[N:13][CH:14]=[CH:15][C:16]([O:17][C:18]4[CH:23]=[CH:22][C:21]([N:24]([C:33]5[CH:38]=[CH:37][C:36]([F:39])=[CH:35][CH:34]=5)[C:25]([C:27]5([C:30]([NH2:32])=[O:31])[CH2:29][CH2:28]5)=[O:26])=[CH:20][C:19]=4[F:40])=[C:11]3[C:10]([CH2:41][CH2:42]O)=[N:9]2)=[CH:5][CH:4]=1.CCN(C(C)C)C(C)C.CS(Cl)(=O)=O.[CH3:60][N:61]1[CH2:66][CH2:65][NH:64][CH2:63][CH2:62]1>C(Cl)(Cl)Cl>[F:40][C:19]1[CH:20]=[C:21]([N:24]([C:33]2[CH:38]=[CH:37][C:36]([F:39])=[CH:35][CH:34]=2)[C:25]([C:27]2([C:30]([NH2:32])=[O:31])[CH2:28][CH2:29]2)=[O:26])[CH:22]=[CH:23][C:18]=1[O:17][C:16]1[CH:15]=[CH:14][N:13]=[C:12]2[N:8]([CH2:7][C:6]3[CH:5]=[CH:4][C:3]([O:2][CH3:1])=[CH:45][CH:44]=3)[N:9]=[C:10]([CH2:41][CH2:42][N:64]3[CH2:65][CH2:66][N:61]([CH3:60])[CH2:62][CH2:63]3)[C:11]=12. Procedure: To a stirred mixture of N-(4-(1-(4-methoxybenzyl)-3-(2-hydroxyethyl)-1H-pyrazolo[3,4-b]pyridin-4-yloxy)-3-fluorophenyl)-N-(4-fluorophenyl)cyclopropane-1,1-dicarboxamide (100 mg, 0.16 mmol; prepared as in Example 8, Step C), DIEA (0.057 mL, 0.33 mmol), and chloroform (5 mL), cooled in an ice bath under N2 was added methanesulfonyl chloride (0.0189 mL, 0.244 mmol). The reaction was allowed to warm to room temperature slowly as the ice melted. The solution was stirred for 30 minutes at room tempera... Yields the product NC1=NC(=CC(=N1)C1=CC=C2CCN(CC2=C1)C(=O)OC1CCN(CC1)C(=O)OC)N1CCN(CC1)C (1-(Methoxycarbonyl)piperidin-4-yl 7-[2-amino-6-(4-methylpiperazin-1-yl)pyrimidin-4-yl]-3,4-dihydroisoquinoline-2(1H)-carboxylate). Reported procedure: This compound was prepared by using procedures analogous to those described for the synthesis of Example 67, Step 4 starting from methyl chloroformate and piperidin-4-yl 7-[2-amino-6-(4-methylpiperazin-1-yl)pyrimidin-4-yl]-3,4-dihydroisoquinoline-2(1H)-carboxylate HCl salt. Analytic LCMS (M+H)+: m/z=510.2. Reactants: ClC(=O)OC (methyl chloroformate), Cl.NC1=NC(=CC(=N1)C1=CC=C2CCN(CC2=C1)C(=O)OC1CCNCC1)N1CCN(CC1)C (piperidin-4-yl 7-[2-amino-6-(4-methylpiperazin-1-yl)pyrimidin-4-yl]-3,4-dihydroisoquinoline-2(1H)-carboxylate HCl salt). Reaction SMILES: Cl[C:2]([O:4][CH3:5])=[O:3].Cl.[NH2:7][C:8]1[N:13]=[C:12]([C:14]2[CH:23]=[C:22]3[C:17]([CH2:18][CH2:19][N:20]([C:24]([O:26][CH:27]4[CH2:32][CH2:31][NH:30][CH2:29][CH2:28]4)=[O:25])[CH2:21]3)=[CH:16][CH:15]=2)[CH:11]=[C:10]([N:33]2[CH2:38][CH2:37][N:36]([CH3:39])[CH2:35][CH2:34]2)[N:9]=1>>[NH2:7][C:8]1[N:13]=[C:12]([C:14]2[CH:23]=[C:22]3[C:17]([CH2:18][CH2:19][N:20]([C:24]([O:26][CH:27]4[CH2:32][CH2:31][N:30]([C:2]([O:4][CH3:5])=[O:3])[CH2:29][CH2:28]4)=[O:25])[CH2:21]3)=[CH:16][CH:15]=2)[CH:11]=[C:10]([N:33]2[CH2:38][CH2:37][N:36]([CH3:39])[CH2:35][CH2:34]2)[N:9]=1 |f:1.2|.